From a dataset of the Open Reaction Database (ORD), a public repository of structured organic reaction records. describe an organic reaction: reactants, conditions, products, and yield Product: C(C)(C)(C)OC(=O)N1C(CCC1)COC(C(F)(F)F)(C(F)(F)F)C1=CC(=CC=C1)N (2-[1-(3-amino-phenyl)-2,2,2-trifluoro-1-trifluoromethyl-ethoxymethyl]-pyrrolidine-1-carboxylic acid tert-butyl ester). Reported procedure: To a mixture of 2-(3-amino-phenyl)-1,1,1,3,3,3-hexafluoro-propan-2-ol (1.30 g), 2-hydroxymethyl-pyrrolidine-1-carboxylic acid tert-butyl ester (1.04 g), PPh3 (2.64 g) and molecular sieves 4 Å in THF (100 mL) was added DEAD (1.55 mL) slowly. The reaction was stirred at RT for 4 h and at reflux overnight. After filtration to remove solids, the filtrate was concentrated and the residue was taken up into Et2O. The organic phase was washed with saturated NaHCO3 and brine. The organic layer was dried ... Solvent: C1CCOC1 (THF). Starting materials: CCOC(=O)/N=N/C(=O)OCC (DEAD), NC=1C=C(C=CC1)C(C(F)(F)F)(C(F)(F)F)O (2-(3-amino-phenyl)-1,1,1,3,3,3-hexafluoro-propan-2-ol), C(C)(C)(C)OC(=O)N1C(CCC1)CO (2-hydroxymethyl-pyrrolidine-1-carboxylic acid tert-butyl ester), C1=CC=C(C=C1)P(C2=CC=CC=C2)C3=CC=CC=C3 (PPh3). Reaction conditions: time 4 hour. Reaction SMILES: [NH2:1][C:2]1[CH:3]=[C:4]([C:8]([OH:17])([C:13]([F:16])([F:15])[F:14])[C:9]([F:12])([F:11])[F:10])[CH:5]=[CH:6][CH:7]=1.[C:18]([O:22][C:23]([N:25]1[CH2:29][CH2:28][CH2:27][CH:26]1[CH2:30]O)=[O:24])([CH3:21])([CH3:20])[CH3:19].C1C=CC(P(C2C=CC=CC=2)C2C=CC=CC=2)=CC=1.CCOC(/N=N/C(OCC)=O)=O>C1COCC1>[C:18]([O:22][C:23]([N:25]1[CH2:29][CH2:28][CH2:27][CH:26]1[CH2:30][O:17][C:8]([C:4]1[CH:5]=[CH:6][CH:7]=[C:2]([NH2:1])[CH:3]=1)([C:9]([F:10])([F:11])[F:12])[C:13]([F:14])([F:15])[F:16])=[O:24])([CH3:21])([CH3:19])[CH3:20]. Starting materials: C(C)(C)(C)OC(=O)NCCCOC1=CC2=C(CC(C(NC2)=O)CC(=O)OC)C=C1 (methyl (±)-8-[3-(tert-butoxycarbonylamino)-1-propyloxy]-3-oxo-2,3,4,5-tetrahydro-1H-2-benzazepine-4-acetate), C(=O)(C(F)(F)F)O (TFA). Run in C(Cl)Cl (CH2Cl2). The product is FC(C(=O)O)(F)F.NCCCOC1=CC2=C(CC(C(NC2)=O)CC(=O)OC)C=C1 (Methyl (±)-8-(3-amino-1-propyloxy)-3-oxo-2,3,4,5-tetrahydro-1H-2-benzazepine-4-acetate, trifluoroacetate salt). Isolated yield 100.0%. Reaction SMILES: C(OC([NH:8][CH2:9][CH2:10][CH2:11][O:12][C:13]1[CH:29]=[CH:28][C:16]2[CH2:17][CH:18]([CH2:23][C:24]([O:26][CH3:27])=[O:25])[C:19](=[O:22])[NH:20][CH2:21][C:15]=2[CH:14]=1)=O)(C)(C)C.[C:30]([OH:36])([C:32]([F:35])([F:34])[F:33])=[O:31]>C(Cl)Cl>[F:33][C:32]([F:35])([F:34])[C:30]([OH:36])=[O:31].[NH2:8][CH2:9][CH2:10][CH2:11][O:12][C:13]1[CH:29]=[CH:28][C:16]2[CH2:17][CH:18]([CH2:23][C:24]([O:26][CH3:27])=[O:25])[C:19](=[O:22])[NH:20][CH2:21][C:15]=2[CH:14]=1 |f:3.4|. Procedure: A solution of methyl (±)-8-[3-(tert-butoxycarbonylamino)-1-propyloxy]-3-oxo-2,3,4,5-tetrahydro-1H-2-benzazepine-4-acetate (0.70 g) in CH2Cl2 (7 mL) and TFA (2 mL) was stirred under argon at 0° C. for 1 hr, then was concentrated to give the title compound (0.75 g, 100%) as a colorless glass: MS (ES) m/e 321.4 (M+H)+.